From a dataset of the Open Reaction Database (ORD), a public repository of structured organic reaction records. describe an organic reaction: reactants, conditions, products, and yield The reactants are BrCC1CCCCCCC1 (1-Bromomethyl-cyclooctane), CC(=O)OCCN1C(C2(CCNCC2)C2=CC=CC=C12)=O (1-(methylcarbonyloxy-ethyl)-spiro[indoline-3,4′-piperidin]-2-one), C(C)#N (acetonitrile), C([O-])([O-])=O.[K+].[K+] (Potassium carbonate), [I-].[K+] (potassium iodide). Reaction conditions: temperature 45 celsius, time 18 hour. Product: CC(=O)OCN1C(C2(CCNCC2)C2=CC(=CC=C12)CC1CCCCCCC1)=O (1-(methylcarbonyloxy-methyl)-5-(cyclooctyl-methyl)-spiro[indoline-3,4′-piperidin]-2-one). RXN SMILES: Br[CH2:2][CH:3]1[CH2:10][CH2:9][CH2:8][CH2:7][CH2:6][CH2:5][CH2:4]1.CC(OC[CH2:16][N:17]1[C:30]2[C:25](=[CH:26][CH:27]=[CH:28][CH:29]=2)[C:19]2([CH2:24][CH2:23][NH:22][CH2:21][CH2:20]2)[C:18]1=[O:31])=O.[C:32](=[O:35])([O-])[O-:33].[K+].[K+].[I-].[K+].[C:40](#N)C>>[CH3:40][C:32]([O:33][CH2:16][N:17]1[C:30]2[C:25](=[CH:26][C:27]([CH2:2][CH:3]3[CH2:10][CH2:9][CH2:8][CH2:7][CH2:6][CH2:5][CH2:4]3)=[CH:28][CH:29]=2)[C:19]2([CH2:20][CH2:21][NH:22][CH2:23][CH2:24]2)[C:18]1=[O:31])=[O:35] |f:2.3.4,5.6|. Reported procedure: 1-Bromomethyl-cyclooctane (0.026 g, 0.216 mmol) and 1-(methylcarbonyloxy-ethyl)-spiro[indoline-3,4′-piperidin]-2-one (0.029 g, 0.105 mmol) were dissolved in acetonitrile (1.5 mL). Potassium carbonate (0.044 g, 0.316 mmol) and a catalytic amount of potassium iodide were added and the reaction mixture was stirred at 45° C. under nitrogen atmosphere for 18 hours. The reaction mixture was then partitioned with water and ethyl acetate. The organic layer was washed with brine, dried with Na2SO4, filte... Starting materials: [OH-].[K+] (potassium hydroxide), C(C1=CC=CC=C1)(=O)CCCCN1CCN(CC1)NC(=O)OCC (4-(4-benzoylbutyl)-1-(ethoxycarbonylamino)piperazine), Cl (hydrochloric acid). Run in O (water), C(C)O (ethanol). The product is C(C1=CC=CC=C1)(=O)CCCCN1CCN(CC1)N (4-(4-benzoylbutyl)-1-aminopiperazine). Reaction SMILES: [C:1]([CH2:9][CH2:10][CH2:11][CH2:12][N:13]1[CH2:18][CH2:17][N:16]([NH:19]C(OCC)=O)[CH2:15][CH2:14]1)(=[O:8])[C:2]1[CH:7]=[CH:6][CH:5]=[CH:4][CH:3]=1.[OH-].[K+].Cl>C(O)C.O>[C:1]([CH2:9][CH2:10][CH2:11][CH2:12][N:13]1[CH2:18][CH2:17][N:16]([NH2:19])[CH2:15][CH2:14]1)(=[O:8])[C:2]1[CH:3]=[CH:4][CH:5]=[CH:6][CH:7]=1 |f:1.2|. Reported procedure: 21.4 g of the resulting 4-(4-benzoylbutyl)-1-(ethoxycarbonylamino)piperazine was dissolved in 180 ml of ethanol, and a solution of 36.2 g of potassium hydroxide in 36 ml of water was added. The mixture was heated under reflux for 3 hours. The reaction mixture was cooled, and 136 ml of 4N hydrochloric acid was added to form a 4-(4-benzoylbutyl)-1-aminopiperazine solution. Reactants: Cl[C@@H]1CN(CCC1)CCC1=CC=C(C=C1)C#N ((S)-(+)-3-chloro-1-(4-cyanophenethyl)piperidine), ice water, [H-].[Na+] (sodium hydride), C1=CC=CC=2NC3=C(OCC21)C=CC=C3 (5,11-dihydrodibenzo[b,e][1,4]oxazepine). Solvent: CS(=O)C (dimethyl sulfoxide), petroleum ether, CS(=O)C (dimethyl sulfoxide). Conditions: time 40 minute. The product is C(#N)C1=CC=C(CCN2[C@H](CCC2)CN2C3=C(OCC4=C2C=CC=C4)C=CC=C3)C=C1 ((R)-(+)-5,11-dihydro-5-[1-(4-cyanophenethyl)-2-pyrrolidinylmethyl]dibenzo[b,e][1,4]oxazepine). Yield: 14.4%. RXN SMILES: [H-].[Na+].[CH:3]1[C:13]2[CH2:12][O:11][C:10]3[CH:14]=[CH:15][CH:16]=[CH:17][C:9]=3[NH:8][C:7]=2[CH:6]=[CH:5][CH:4]=1.Cl[C@H:19]1[CH2:24][CH2:23][CH2:22][N:21]([CH2:25][CH2:26][C:27]2[CH:32]=[CH:31][C:30]([C:33]#[N:34])=[CH:29][CH:28]=2)[CH2:20]1>CS(C)=O>[C:33]([C:30]1[CH:29]=[CH:28][C:27]([CH2:26][CH2:25][N:21]2[CH2:22][CH2:23][CH2:24][C@@H:20]2[CH2:19][N:8]2[C:7]3[CH:6]=[CH:5][CH:4]=[CH:3][C:13]=3[CH2:12][O:11][C:10]3[CH:14]=[CH:15][CH:16]=[CH:17][C:9]2=3)=[CH:32][CH:31]=1)#[N:34] |f:0.1|. Procedure: Three-hundred milligrams (7.5 mmols) of 60% sodium hydride were washed with petroleum ether, and then suspended in 30 ml of dimethyl sulfoxide. To the suspension were added 1.4 g (7.1 mmols) of 5,11-dihydrodibenzo[b,e][1,4]oxazepine. The mixture was stirred in a nitrogen atmosphere at room temperature for 40 minutes. To this reaction solution was added dropwise a solution of 1.7 g (6.8 mmols) of (S)-(+)-3-chloro-1-(4-cyanophenethyl)piperidine [[α]D25 =+16.7° (c=0.5, ethanol)] in 10 ml of dimethy... As a reaction SMILES: [CH3:29][N:30]([CH2:31][CH2:32][OH:33])[CH3:34].[O:54]=[C:55]([O:56][CH2:57][CH3:58])[N:59]=[N:60][C:61]([O:62][CH2:63][CH3:64])=[O:65].[OH:1][c:2]1[cH:3][cH:4][c:5](-[c:8]2[nH:9][c:10](-[c:21]3[cH:22][cH:23][c:24]([O:27][CH3:28])[cH:25][cH:26]3)[c:11]([C:13](=[O:14])[NH:15][c:16]3[s:17][cH:18][cH:19][n:20]3)[n:12]2)[cH:6][cH:7]1.[c:35]1([P:36]([c:37]2[cH:38][cH:39][cH:40][cH:41][cH:42]2)[c:43]2[cH:44][cH:45][cH:46][cH:47][cH:48]2)[cH:49][cH:50][cH:51][cH:52][cH:53]1>>[O:1]([c:2]1[cH:3][cH:4][c:5](-[c:8]2[nH:9][c:10](-[c:21]3[cH:22][cH:23][c:24]([O:27][CH3:28])[cH:25][cH:26]3)[c:11]([C:13](=[O:14])[NH:15][c:16]3[s:17][cH:18][cH:19][n:20]3)[n:12]2)[cH:6][cH:7]1)[CH2:32][CH2:31][N:30]([CH3:29])[CH3:34]. Yields the product COc1ccc(-c2[nH]c(-c3ccc(OCCN(C)C)cc3)nc2C(=O)Nc2nccs2)cc1. Starting materials: CN(C)CCO, CCOC(=O)N=NC(=O)OCC, COc1ccc(-c2[nH]c(-c3ccc(O)cc3)nc2C(=O)Nc2nccs2)cc1, c1ccc(P(c2ccccc2)c2ccccc2)cc1. Reactants: CC(=O)O[BH-](OC(C)=O)OC(C)=O, CC(=O)O, O=Cc1ccccc1, [Na+], O=C(NC(CNCC(Cc1ccccc1)NC(=O)OCc1cncs1)Cc1ccccc1)OCc1cncs1. Yields the product O=C(NC(Cc1ccccc1)CN(Cc1ccccc1)CC(Cc1ccccc1)NC(=O)OCc1cncs1)OCc1cncs1. As a reaction SMILES: [C:52]([O:53][BH-:54]([O:55][C:56](=[O:57])[CH3:58])[O:59][C:60](=[O:61])[CH3:62])(=[O:63])[CH3:64].[CH3:48][C:49](=[O:50])[OH:51].[CH:40](=[O:41])[c:42]1[cH:43][cH:44][cH:45][cH:46][cH:47]1.[Na+:65].[s:1]1[cH:2][n:3][cH:4][c:5]1[CH2:6][O:7][C:8](=[O:9])[NH:10][CH:11]([CH2:12][NH:13][CH2:14][CH:15]([CH2:16][c:17]1[cH:18][cH:19][cH:20][cH:21][cH:22]1)[NH:23][C:24](=[O:25])[O:26][CH2:27][c:28]1[cH:29][n:30][cH:31][s:32]1)[CH2:33][c:34]1[cH:35][cH:36][cH:37][cH:38][cH:39]1>>[s:1]1[cH:2][n:3][cH:4][c:5]1[CH2:6][O:7][C:8](=[O:9])[NH:10][CH:11]([CH2:12][N:13]([CH2:14][CH:15]([CH2:16][c:17]1[cH:18][cH:19][cH:20][cH:21][cH:22]1)[NH:23][C:24](=[O:25])[O:26][CH2:27][c:28]1[cH:29][n:30][cH:31][s:32]1)[CH2:40][c:42]1[cH:43][cH:44][cH:45][cH:46][cH:47]1)[CH2:33][c:34]1[cH:35][cH:36][cH:37][cH:38][cH:39]1. The reactants are BrCCC1=CC=CC=C1 (2-bromoethyl benzene), C(O)CN (ethanolamine). Solvent: C(C)O (ethanol). Conditions: temperature 75 celsius. Yields the product C(CC1=CC=CC=C1)NCCO (2-phenethylaminoethanol). The yield is 84.1%. As a reaction SMILES: Br[CH2:2][CH2:3][C:4]1[CH:9]=[CH:8][CH:7]=[CH:6][CH:5]=1.[CH2:10]([CH2:12][NH2:13])[OH:11]>C(O)C>[CH2:2]([NH:13][CH2:12][CH2:10][OH:11])[CH2:3][C:4]1[CH:9]=[CH:8][CH:7]=[CH:6][CH:5]=1. Reported procedure: A mixture of 2-bromoethyl benzene (2.0 g, 10.8 mmol) and ethanolamine (3.96 g, 64.8 mmol) in ethanol (11 mL) was heated at 75° C. for 16.5 hours at which time LC/MS showed the reaction was complete. The reaction mixture was then concentrated to remove ethanol and the resulting residue was diluted with DCM (100 mL). The organic layer was partitioned with water (100 mL) and the aqueous layer was extracted with DCM (50 mL). The combined organic layers were washed with water (2×5 mL), dried over sod...